Dataset: the Open Reaction Database (ORD), a public repository of structured organic reaction records. Task: describe an organic reaction: reactants, conditions, products, and yield The product is CC1C=NC(CC=CCCC=CC1)C1=CC=CC=C1 (3-methyl-12-phenyl-1-aza-1,5,9-cyclododecatriene). Reaction SMILES: [CH:1](=[N:8][CH:9]=[CH:10][CH3:11])[C:2]1[CH:7]=[CH:6][CH:5]=[CH:4][CH:3]=1.[CH2:12]=[CH:13][CH:14]=[CH2:15]>>[CH3:11][CH:10]1[CH2:4][CH:3]=[CH:2][CH2:1][CH2:15][CH:14]=[CH:13][CH2:12][CH:1]([C:2]2[CH:7]=[CH:6][CH:5]=[CH:4][CH:3]=2)[N:8]=[CH:9]1. Procedure details: In a manner analogous to that described in Example 1(a), 495 g (3.41 mols) of N-benzylidene-propenylamine is reacted with 1,3-butadiene. The reaction mixture is distilled to yield 750 g (2.97 mols) of 3-methyl-12-phenyl-1-aza-1,5,9-cyclododecatriene as a cis-trans isomeric mixture (cis:trans=65:35); b.p. 112°-113° C./1 Pa; nD20 =1.5505; m.p. (cis isomer)=57°-58° C. Starting materials: C(C1=CC=CC=C1)=NC=CC (N-benzylidene-propenylamine), C=CC=C (1,3-butadiene). Solvent: C(Cl)Cl (DCM), [Cl-].[Na+].O (brine). Reaction SMILES: [CH3:1][O:2][C:3](=[O:23])[CH2:4][CH2:5][C:6]1([CH3:22])[CH2:15][CH2:14][C:13]2[C:8](=[C:9]3[CH:20]4[CH2:21][CH:17]([CH2:18][CH2:19]4)[C:10]3=[C:11]([OH:16])[CH:12]=2)[O:7]1.C(N(C(C)C)CC)(C)C.[CH3:33][O:34][CH2:35]Cl>C(Cl)Cl.[Cl-].[Na+].O>[CH3:1][O:2][C:3](=[O:23])[CH2:4][CH2:5][C:6]1([CH3:22])[CH2:15][CH2:14][C:13]2[C:8](=[C:9]3[CH:20]4[CH2:21][CH:17]([CH2:18][CH2:19]4)[C:10]3=[C:11]([O:16][CH2:33][O:34][CH3:35])[CH:12]=2)[O:7]1 |f:4.5.6|. The product is COC(CCC1(OC2=C3C(=C(C=C2CC1)OCOC)C1CCC3C1)C)=O (3-(6-methoxymethoxy-2-methyl-3,4,7,8,9,10-hexahydro-7,10-methano-2H-benzo[h]chromen-2-yl)-propionic acid methyl ester). Reactants: COC(CCC1(OC2=C3C(=C(C=C2CC1)O)C1CCC3C1)C)=O (3-(6-hydroxy-2-methyl-3,4,7,8,9,10-hexahydro-7,10-methano-2H-benzo[h]chromen-2-yl)-propionic acid methyl ester), C(C)(C)N(CC)C(C)C (diisopropyl ethylamine), COCCl (chloromethyl methyl ether). The yield is 74.3%. Procedure details: To a solution of 3-(6-hydroxy-2-methyl-3,4,7,8,9,10-hexahydro-7,10-methano-2H-benzo[h]chromen-2-yl)-propionic acid methyl ester from Example 13 (400 mg, 1.27 mmol) and diisopropyl ethylamine (DIPEA) (0.90 ml, 5 mmol) in 4 mL of DCM was slowly added chloromethyl methyl ether (0.30 mL, 3.8 mmol) at room temperature. The reaction was left over night. After the completion of reaction shown by TLC, the mixture was poured into brine and the organic layer was separated and dried over MgSO4. After the r...